This data is from the Open Reaction Database (ORD), a public repository of structured organic reaction records. The task is: describe an organic reaction: reactants, conditions, products, and yield The reactants are CCNCCCOc1ccc(-c2ccc(C(=O)OCC)cc2)cc1-c1ccc2c(c1)C(C)(C)CCC2(C)C, [Na+], C1CCOC1, [OH-]. Reaction SMILES: [CH2:3]([CH3:4])[NH:5][CH2:6][CH2:7][CH2:8][O:9][c:10]1[c:11](-[c:27]2[cH:28][c:29]3[c:34]([cH:35][cH:36]2)[C:33]([CH3:37])([CH3:38])[CH2:32][CH2:31][C:30]3([CH3:39])[CH3:40])[cH:12][c:13](-[c:16]2[cH:17][cH:18][c:19]([C:22](=[O:23])[O:24][CH2:25][CH3:26])[cH:20][cH:21]2)[cH:14][cH:15]1.[Na+:2].[O:41]1[CH2:42][CH2:43][CH2:44][CH2:45]1.[OH-:1]>>[CH2:3]([CH3:4])[NH:5][CH2:6][CH2:7][CH2:8][O:9][c:10]1[c:11](-[c:27]2[cH:28][c:29]3[c:34]([cH:35][cH:36]2)[C:33]([CH3:37])([CH3:38])[CH2:32][CH2:31][C:30]3([CH3:39])[CH3:40])[cH:12][c:13](-[c:16]2[cH:17][cH:18][c:19]([C:22](=[O:23])[OH:24])[cH:20][cH:21]2)[cH:14][cH:15]1. The product is CCNCCCOc1ccc(-c2ccc(C(=O)O)cc2)cc1-c1ccc2c(c1)C(C)(C)CCC2(C)C. Starting materials: N[C@@H](CCCCN)C(=O)O (L-lysine). Solvent: C(C)(=O)O (acetic acid). Conditions: temperature 15 celsius. The product is C(C)(=O)O.N[C@@H](CCCCN)C(=O)O (L-lysine acetic acid salt). As a reaction SMILES: [NH2:1][C@H:2]([C:8]([OH:10])=[O:9])[CH2:3][CH2:4][CH2:5][CH2:6][NH2:7]>C(O)(=O)C>[C:8]([OH:10])(=[O:9])[CH3:2].[NH2:1][C@H:2]([C:8]([OH:10])=[O:9])[CH2:3][CH2:4][CH2:5][CH2:6][NH2:7] |f:2.3|. Procedure: To the above effluent solution obtained by the method of Example 2, acetic acid was added so as to become 1.0 molar equivalent with L-lysine, and decolored by activated carbon, followed by filtration. The filtrate was concentrated to 95 g/dL L-lysine under reduced pressure, cooled to 15° C., and crystals were separated by centrifugation. The resulting crystals ware washed with 100% methanol, and dried under reduced pressure to obtain L-lysine acetic acid salt product. The recovery of the product... Reactants: Oc1cc(Br)cc(I)c1, O=C([O-])[O-], COC(C)(C)C, COc1ccc(CCl)cc1, [K+], [K+], CN(C)C=O, O. The product is COc1ccc(COc2cc(Br)cc(I)c2)cc1. Reaction SMILES: [Br:1][c:2]1[cH:3][c:4]([OH:9])[cH:5][c:6]([I:8])[cH:7]1.[C:10](=[O:11])([O-:12])[O-:13].[C:31]([O:32][CH3:33])([CH3:34])([CH3:35])[CH3:36].[CH3:16][O:17][c:18]1[cH:19][cH:20][c:21]([CH2:22][Cl:23])[cH:24][cH:25]1.[K+:14].[K+:15].[O:26]=[CH:27][N:28]([CH3:29])[CH3:30].[OH2:37]>>[Br:1][c:2]1[cH:3][c:4]([O:9][CH2:22][c:21]2[cH:20][cH:19][c:18]([O:17][CH3:16])[cH:25][cH:24]2)[cH:5][c:6]([I:8])[cH:7]1. Reactants: OS(=O)(=O)O (H2SO4), CC(=O)C1=C(C=CC(=C1)Cl)O (5-chloro-2-hydroxyacetophenone), C(C1=CC=CC=C1)=O (benzaldehyde), [OH-].[Na+] (sodium hydroxide). The solvent is O (H2O). Conditions: time 1 hour. The product is O=C(C=CC1=CC=CC=C1)C1=C(C=CC(=C1)Cl)O (3-oxo-1-phenyl-3-(2'-hydroxy-5'-chlorophenyl)-propene). Isolated yield 74.8%. Reaction SMILES: [CH3:1][C:2]([C:4]1[CH:9]=[C:8]([Cl:10])[CH:7]=[CH:6][C:5]=1[OH:11])=[O:3].[CH:12](=O)[C:13]1[CH:18]=[CH:17][CH:16]=[CH:15][CH:14]=1.[OH-].[Na+].OS(O)(=O)=O>O>[O:3]=[C:2]([C:4]1[CH:9]=[C:8]([Cl:10])[CH:7]=[CH:6][C:5]=1[OH:11])[CH:1]=[CH:12][C:13]1[CH:18]=[CH:17][CH:16]=[CH:15][CH:14]=1 |f:2.3|. Procedure: 34.1 g of 5-chloro-2-hydroxyacetophenone and 22 g of benzaldehyde were added to a mixture of 180 ml of H2O and 37 g of 50% strength sodium hydroxide solution at room temperature. The mixture was heated to 55°-60° C., with thorough stirring, and was stirred at this temperature for about 1 hour. It was then rendered weakly acid with 25% strength H2SO4 (about 100 ml), with thorough cooling, and the precipitate was filtered off with suction, washed thoroughly with H2O and recrystallized from a 9:1 m...